This data is from the Open Reaction Database (ORD), a public repository of structured organic reaction records. The task is: describe an organic reaction: reactants, conditions, products, and yield Starting materials: C(C)OC(CC1=C(C=CC2=CC=C(C=C12)CN(C)C)Cl)=O ((2-Chloro-7-dimethylaminomethyl-naphthalen-1-yl)-acetic acid ethyl ester), C(=O)N (formamide), C[O-].[Na+] (NaOMe), solution. The solvent is CN(C)C=O (DMF), CO (MeOH). Run at temperature 105 celsius, time 1 hour. Product: ClC1=C(C2=CC(=CC=C2C=C1)CN(C)C)CC(=O)N (2-(2-Chloro-7-dimethylaminomethyl-naphthalen-1-yl)-acetamide). RXN SMILES: C([O:3][C:4](=O)[CH2:5][C:6]1[C:15]2[C:10](=[CH:11][CH:12]=[C:13]([CH2:16][N:17]([CH3:19])[CH3:18])[CH:14]=2)[CH:9]=[CH:8][C:7]=1[Cl:20])C.C([NH2:24])=O.C[O-].[Na+]>CN(C=O)C.CO>[Cl:20][C:7]1[CH:8]=[CH:9][C:10]2[C:15](=[CH:14][C:13]([CH2:16][N:17]([CH3:19])[CH3:18])=[CH:12][CH:11]=2)[C:6]=1[CH2:5][C:4]([NH2:24])=[O:3] |f:2.3|. Reported procedure: (2-Chloro-7-dimethylaminomethyl-naphthalen-1-yl)-acetic acid ethyl ester (2.70 g, 8.82 mmol) and formamide (1.17 ml, 29.57 mmol) are dissolved under an atmosphere of argon in dry DMF (25 ml). The solution is heated to 105° C., and NaOMe (1.64 ml of a 5.4 M solution in MeOH, 8.82 mmol) is added dropwise during 10 minutes. After 1 hour at 105° C., TLC analysis indicates complete consumption of starting material. The reaction mixture is cooled to RT, diluted with water, and adjusted to a pH of 6-7 ... The reactants are C1(CCCCC1)=O (cyclohexanone), C(C1=CC=CC=C1)=O (benzaldehyde), [OH-].[Na+] (sodium hydroxide). Run in O (water), O (water). Run at temperature 98 celsius. The product is C(/C1=CC=CC=C1)=C/1\C(CCCC1)=O ((E)-2-(benzylidene)cyclohexanone). Yield: 32.8%. RXN SMILES: [C:1]1(=[O:7])[CH2:6][CH2:5][CH2:4][CH2:3][CH2:2]1.[CH:8](=O)[C:9]1[CH:14]=[CH:13][CH:12]=[CH:11][CH:10]=1.[OH-].[Na+]>O>[CH:8](=[C:2]1/[C:1](=[O:7])[CH2:6][CH2:5][CH2:4][CH2:3]/1)\[C:9]1[CH:14]=[CH:13][CH:12]=[CH:11][CH:10]=1 |f:2.3|. Reported procedure: Into an inert 100 gallon reactor, there is drawn 29.3 kg of cyclohexanone from a grounded drum on a weight scale. The reactor is vented with nitrogen and then 28.5 kg of benzaldehyde is added. Then 125 liters of deionized water is metered into the above mixture. The vessel is closed and `reinserted` with nitrogen. To the resulting reactor contents there is added, from a grounded drum on a weight scale, a 50 percent (w/v) solution of sodium hydroxide in water solution, (10.6 kg), while stirring t... Reactants: FC1=C(C=C(C=C1)F)CC(=O)N1CCC2=CC(=CC=C12)C1=CN(C=2N=CN=C(C21)N)C2CCNCC2 (5-{1-[(2,5-difluorophenyl)acetyl]-2,3-dihydro-1H-indol-5-yl}-7-(4-piperidinyl)-7H-pyrrolo[2,3-d]pyrimidin-4-amine), C([O-])([O-])=O.[Cs+].[Cs+] (cesium carbonate), IC (iodomethane). The solvent is CN(C=O)C (N,N-Dimethylformamide). Yields the product FC1=C(C=C(C=C1)F)CC(=O)N1CCC2=CC(=CC=C12)C1=CN(C=2N=CN=C(C21)N)C2CCN(CC2)C (5-{1-[(2,5-difluorophenyl)acetyl]-2,3-dihydro-1H-indol-5-yl}-7-(1-methyl-4-piperidinyl)-7H-pyrrolo[2,3-d]pyrimidin-4-amine). The yield is 18.4%. RXN SMILES: [F:1][C:2]1[CH:7]=[CH:6][C:5]([F:8])=[CH:4][C:3]=1[CH2:9][C:10]([N:12]1[C:20]2[C:15](=[CH:16][C:17]([C:21]3[C:29]4[C:28]([NH2:30])=[N:27][CH:26]=[N:25][C:24]=4[N:23]([CH:31]4[CH2:36][CH2:35][NH:34][CH2:33][CH2:32]4)[CH:22]=3)=[CH:18][CH:19]=2)[CH2:14][CH2:13]1)=[O:11].[C:37](=O)([O-])[O-].[Cs+].[Cs+].IC>CN(C)C=O>[F:1][C:2]1[CH:7]=[CH:6][C:5]([F:8])=[CH:4][C:3]=1[CH2:9][C:10]([N:12]1[C:20]2[C:15](=[CH:16][C:17]([C:21]3[C:29]4[C:28]([NH2:30])=[N:27][CH:26]=[N:25][C:24]=4[N:23]([CH:31]4[CH2:32][CH2:33][N:34]([CH3:37])[CH2:35][CH2:36]4)[CH:22]=3)=[CH:18][CH:19]=2)[CH2:14][CH2:13]1)=[O:11] |f:1.2.3|. Reported procedure: To 5-{1-[(2,5-difluorophenyl)acetyl]-2,3-dihydro-1H-indol-5-yl}-7-(4-piperidinyl)-7H-pyrrolo[2,3-d]pyrimidin-4-amine (85 mg, 0.174 mmol) was added N,N-Dimethylformamide (DMF) (2 mL) and cesium carbonate (170 mg, 0.522 mmol). The mixture was then added iodomethane (0.014 mL, 0.226 mmol) and the reaction was let stir at room temp overnight. The reaction was then filtered using the syringe filter and the filtrate was then diluted with water (20 ml) then extracted with EtOAc (3×15 ml). The organics ...